From a dataset of the Open Reaction Database (ORD), a public repository of structured organic reaction records. describe an organic reaction: reactants, conditions, products, and yield Starting materials: CC(O)c1ccc2oc(-c3nc(C(C)(C)C)cs3)cc2c1, O=C([O-])O, ClCCCl, [Na+], O=S(Cl)Cl. Yields the product CC(Cl)c1ccc2oc(-c3nc(C(C)(C)C)cs3)cc2c1. RXN SMILES: [C:1]([CH3:2])([CH3:3])([CH3:4])[c:5]1[n:6][c:7](-[c:10]2[o:11][c:12]3[c:13]([cH:14]2)[cH:15][c:16]([CH:19]([CH3:20])[OH:21])[cH:17][cH:18]3)[s:8][cH:9]1.[C:26](=[O:27])([O-:28])[OH:29].[Cl:31][CH2:32][CH2:33][Cl:34].[Na+:30].[S:22]([Cl:23])([Cl:24])=[O:25]>>[C:1]([CH3:2])([CH3:3])([CH3:4])[c:5]1[n:6][c:7](-[c:10]2[o:11][c:12]3[c:13]([cH:14]2)[cH:15][c:16]([CH:19]([CH3:20])[Cl:24])[cH:17][cH:18]3)[s:8][cH:9]1. Starting materials: C1COCCN1, CN(C)c1ccncc1, COC(=O)CCc1cn(Cc2ccc(C(=O)O)cc2OC)c2cc(CC(=O)NCC3CCCC3)ccc12, Cl, O. Yields the product COc1cc(C(=O)O)ccc1Cn1cc(CCC(=O)N2CCOCC2)c2ccc(CC(=O)NCC3CCCC3)cc21. RXN SMILES: [CH2:39]1[CH2:40][O:41][CH2:42][CH2:43][NH:44]1.[CH3:45][N:46]([CH3:47])[c:48]1[cH:49][cH:50][n:51][cH:52][cH:53]1.[CH:1]1([CH2:6][NH:7][C:8](=[O:9])[CH2:10][c:11]2[cH:12][cH:13][c:14]3[c:15]([CH2:32][CH2:33][C:34](=[O:35])[O:36][CH3:37])[cH:16][n:17]([CH2:20][c:21]4[c:22]([O:30][CH3:31])[cH:23][c:24]([C:25](=[O:26])[OH:27])[cH:28][cH:29]4)[c:18]3[cH:19]2)[CH2:2][CH2:3][CH2:4][CH2:5]1.[ClH:38].[OH2:54]>>[CH:1]1([CH2:6][NH:7][C:8](=[O:9])[CH2:10][c:11]2[cH:12][cH:13][c:14]3[c:15]([CH2:32][CH2:33][C:34](=[O:35])[N:44]4[CH2:39][CH2:40][O:41][CH2:42][CH2:43]4)[cH:16][n:17]([CH2:20][c:21]4[c:22]([O:30][CH3:31])[cH:23][c:24]([C:25](=[O:26])[OH:27])[cH:28][cH:29]4)[c:18]3[cH:19]2)[CH2:2][CH2:3][CH2:4][CH2:5]1. Reactants: [BH4-], COc1ccc(CC(C(CCC(C#N)(c2ccc(OC)c(OC)c2)C(C)C)OC(C)=O)[N+](=O)[O-])cc1OC, CC(C)O, Cl, [Na+], O. Product: COc1ccc(CC(CCCC(C#N)(c2ccc(OC)c(OC)c2)C(C)C)[N+](=O)[O-])cc1OC. RXN SMILES: [BH4-:39].[C:1]([O:2][CH:5]([CH:6]([CH2:7][c:8]1[cH:9][c:10]([O:16][CH3:17])[c:11]([O:14][CH3:15])[cH:12][cH:13]1)[N+:18](=[O:19])[O-:20])[CH2:21][CH2:22][C:23]([c:24]1[cH:25][c:26]([O:32][CH3:33])[c:27]([O:30][CH3:31])[cH:28][cH:29]1)([CH:34]([CH3:35])[CH3:36])[C:37]#[N:38])(=[O:3])[CH3:4].[CH:43]([OH:44])([CH3:45])[CH3:46].[ClH:41].[Na+:40].[OH2:42]>>[CH2:5]([CH:6]([CH2:7][c:8]1[cH:9][c:10]([O:16][CH3:17])[c:11]([O:14][CH3:15])[cH:12][cH:13]1)[N+:18](=[O:19])[O-:20])[CH2:21][CH2:22][C:23]([c:24]1[cH:25][c:26]([O:32][CH3:33])[c:27]([O:30][CH3:31])[cH:28][cH:29]1)([CH:34]([CH3:35])[CH3:36])[C:37]#[N:38]. Starting materials: ClC=1C(=CC(=C(C(=O)O)C1)F)OC1C2CC3CC(CC1C3)(C2)Cl (5-chloro-4-((5-chloroadamantan-2-yl)oxy)-2-fluorobenzoic acid), ClC=1C(=CC(=C(C(=O)O)C1)F)OCC1(CCC1)C(F)(F)F (5-chloro-2-fluoro-4-((1-(trifluoromethyl)cyclobutyl)methoxy)benzoic acid). Product: ClC=1C(=CC(=C(C(=O)OC(C)(C)C)C1)F)OCC1(CCC1)C(F)(F)F (tert-butyl 5-chloro-2-fluoro-4-((1-(trifluoromethyl)-cyclobutyl)methoxy)benzoate), liquid. The yield is 99.0%. Reaction SMILES: ClC1C(OC2C3CC4CC(Cl)(CC2C4)C3)=C[C:5](F)=[C:6]([CH:10]=1)[C:7](O)=O.[Cl:24][C:25]1[C:26]([O:35][CH2:36][C:37]2([C:41]([F:44])([F:43])[F:42])[CH2:40][CH2:39][CH2:38]2)=[CH:27][C:28]([F:34])=[C:29]([CH:33]=1)[C:30]([OH:32])=[O:31]>>[Cl:24][C:25]1[C:26]([O:35][CH2:36][C:37]2([C:41]([F:42])([F:43])[F:44])[CH2:40][CH2:39][CH2:38]2)=[CH:27][C:28]([F:34])=[C:29]([CH:33]=1)[C:30]([O:32][C:6]([CH3:10])([CH3:7])[CH3:5])=[O:31]. Reported procedure: Following the procedure as described in Example 218 step 2 and making variations as required to replace 5-chloro-4-((5-chloroadamantan-2-yl)oxy)-2-fluorobenzoic acid with 5-chloro-2-fluoro-4-((1-(trifluoromethyl)cyclobutyl)methoxy)benzoic acid, the title compound was obtained as clear liquid (2.41 g, 99%): MS (ES+) m/z 327.1, 329.1 (M−55). Starting materials: [N+](=O)([O-])C1=CC=C(C=C1)C(C(=O)OCC)CCCC (ethyl 2-(4-nitrophenyl)hexanoate). The reagents and catalysts are [Pd] (Pd/C). Run in O1CCCC1 (tetrahydrofuran). Run at temperature 23 celsius, time 1 hour. Product: NC1=CC=C(C=C1)C(C(=O)OCC)CCCC (Ethyl 2-(4-aminophenyl)hexanoate). As a reaction SMILES: [N+:1]([C:4]1[CH:9]=[CH:8][C:7]([CH:10]([CH2:16][CH2:17][CH2:18][CH3:19])[C:11]([O:13][CH2:14][CH3:15])=[O:12])=[CH:6][CH:5]=1)([O-])=O>O1CCCC1.[Pd]>[NH2:1][C:4]1[CH:5]=[CH:6][C:7]([CH:10]([CH2:16][CH2:17][CH2:18][CH3:19])[C:11]([O:13][CH2:14][CH3:15])=[O:12])=[CH:8][CH:9]=1. Procedure details: 5.5 g of ethyl 2-(4-nitrophenyl)hexanoate are dissolved in 55 ml of tetrahydrofuran, 1 g of 5% Pd/C (52.3% of water) is added, and the mixture is stirred at 23° C. under a hydrogen atmosphere for 1 h. After aeration, the solid material is filtered off, and the filtrate is evaporated to dryness in vacuo. Yield: 4.8 g (99%) of ethyl 2-(4-aminophenyl)hexanoate (oil); LC-MS retention time: 1.73 min (“nonpolar” gradient). Reactants: [OH-].[Na+] (sodium hydroxide), N1=C(C=CC2=CC=CC=C12)COC1=CC=C(C=C1)C(C=1SC=C(N1)CC(=O)OCC)C1CCCCCC1 (Ethyl 2-[4-(2-quinolinylmethoxy)phenylcycloheptylmethyl]thiazole-4-acetate), Cl (hydrochloric acid). The solvent is C(C)O (ethanol). Product: N1=C(C=CC2=CC=CC=C12)COC1=CC=C(C=C1)C(C=1SC=C(N1)CC(=O)O)C1CCCCCC1 (2-[4-(2-Quinolinylmethoxy)-phenylcycloheptylmethyl]-thiazole-4-acetic acid). Reaction SMILES: [N:1]1[C:10]2[C:5](=[CH:6][CH:7]=[CH:8][CH:9]=2)[CH:4]=[CH:3][C:2]=1[CH2:11][O:12][C:13]1[CH:18]=[CH:17][C:16]([CH:19]([CH:31]2[CH2:37][CH2:36][CH2:35][CH2:34][CH2:33][CH2:32]2)[C:20]2[S:21][CH:22]=[C:23]([CH2:25][C:26]([O:28]CC)=[O:27])[N:24]=2)=[CH:15][CH:14]=1.[OH-].[Na+].Cl>C(O)C>[N:1]1[C:10]2[C:5](=[CH:6][CH:7]=[CH:8][CH:9]=2)[CH:4]=[CH:3][C:2]=1[CH2:11][O:12][C:13]1[CH:14]=[CH:15][C:16]([CH:19]([CH:31]2[CH2:37][CH2:36][CH2:35][CH2:34][CH2:33][CH2:32]2)[C:20]2[S:21][CH:22]=[C:23]([CH2:25][C:26]([OH:28])=[O:27])[N:24]=2)=[CH:17][CH:18]=1 |f:1.2|. Procedure details: 1.4 g (0.00272 mol) of the compound from Example 2 were dissolved in 20 ml of ethanol, 5 ml of 1N sodium hydroxide solution were added, and the mixture was heated at the boiling point for 2 hours. After cooling, 5 ml of 1N hydrochloric acid were added. The colourless precipitate obtained was filtered off and dried. The product is amorphous. Starting materials: COC(=O)C=1OC=CC1C(=O)OC (Furan-2,3-dicarboxylic acid dimethyl ester), CCO (EtOH), O.NN (hydrazine hydrate). Solvent: O (H2O). The product is O1C=CC2=C1C(NNC2=O)=O (5,6-Dihydro-furo[2,3-d]pyridazine-4,7-dione). RXN SMILES: C[O:2][C:3]([C:5]1[O:6][CH:7]=[CH:8][C:9]=1[C:10]([O:12]C)=O)=O.CCO.O.[NH2:18][NH2:19]>O>[O:6]1[C:5]2[C:3](=[O:2])[NH:18][NH:19][C:10](=[O:12])[C:9]=2[CH:8]=[CH:7]1 |f:2.3|. Reported procedure: Furan-2,3-dicarboxylic acid dimethyl ester (1.6 g, 8.69 mmol) is added to EtOH (10 mL) and hydrazine hydrate (1.46 mL, 55% in water). Heat the reaction to reflux for 5-6 h. Cool and concentrate in vacuo to form a slurry. Dilute the material with additional H2O and filter the precipitate. Wash with additional H2O. Transfer material from filter to a round bottom flask and add HCl (7.2 mL, 2N in H2O). Heat reaction mixture to reflux for 4 h. Cool and filter the precipitate washing with H2O, to yiel... Reactants: C(C=C)N(C(OC(C)(C)C)=O)C=1S[C@@H]2[C@H](N1)[C@H]([C@@H]([C@H](O2)CO[Si](C)(C)C(C)(C)C)OCC2=CC=C(C=C2)OC)OCC2=CC=C(C=C2)OC (tert-butyl allyl((3aR,5R,6S,7R,7aR)-5-((tert-butyldimethylsilyloxy)methyl)-6,7-bis(4-methoxybenzyloxy)-5,6,7,7a-tetrahydro-3aH-pyrano[3,2-d]thiazol-2-yl)carbamate), CCCC[N+](CCCC)(CCCC)CCCC.[F-] (TBAF). Run in C1CCOC1 (THF). Product: C(C=C)N(C(OC(C)(C)C)=O)C=1S[C@@H]2[C@H](N1)[C@H]([C@@H]([C@H](O2)CO)OCC2=CC=C(C=C2)OC)OCC2=CC=C(C=C2)OC (tert-butyl allyl-((3aR,5R,6S,7R,7aR)-5-(hydroxymethyl)-6,7-bis(4-methoxybenzyloxy)-5,6,7,7a-tetrahydro-3aH-pyrano[3,2-d]thiazol-2-yl)carbamate). Yield: 89.6%. As a reaction SMILES: [CH2:1]([N:4]([C:12]1[S:13][C@H:14]2[O:20][C@H:19]([CH2:21][O:22][Si](C(C)(C)C)(C)C)[C@@H:18]([O:30][CH2:31][C:32]3[CH:37]=[CH:36][C:35]([O:38][CH3:39])=[CH:34][CH:33]=3)[C@H:17]([O:40][CH2:41][C:42]3[CH:47]=[CH:46][C:45]([O:48][CH3:49])=[CH:44][CH:43]=3)[C@H:15]2[N:16]=1)[C:5](=[O:11])[O:6][C:7]([CH3:10])([CH3:9])[CH3:8])[CH:2]=[CH2:3].CCCC[N+](CCCC)(CCCC)CCCC.[F-]>C1COCC1>[CH2:1]([N:4]([C:12]1[S:13][C@H:14]2[O:20][C@H:19]([CH2:21][OH:22])[C@@H:18]([O:30][CH2:31][C:32]3[CH:33]=[CH:34][C:35]([O:38][CH3:39])=[CH:36][CH:37]=3)[C@H:17]([O:40][CH2:41][C:42]3[CH:47]=[CH:46][C:45]([O:48][CH3:49])=[CH:44][CH:43]=3)[C@H:15]2[N:16]=1)[C:5](=[O:11])[O:6][C:7]([CH3:10])([CH3:9])[CH3:8])[CH:2]=[CH2:3] |f:1.2|. Procedure: A solution of 147 (15 g, 21 mmol) in THF (100 mL) was treated with TBAF (8.4 g, 32 mmol) for 3 hours at room temperature. The reaction was quenched with water (150 mL) and extracted with ethyl acetate (3×100 mL). The combined organic layer was washed with brine (2×50 mL), dried over anhydrous sodium sulfate and concentrated under vacuum. The residue was purified by flash column chromatography with 10%-30% ethyl acetate in petroleum ether to afford 148 as a light yellow syrup (11.3 g, 90%). (ES, ...